Dataset: the Open Reaction Database (ORD), a public repository of structured organic reaction records. Task: describe an organic reaction: reactants, conditions, products, and yield The reactants are CO, CCOCC, c1ccc(C(c2ccccc2)N2CC(N3CCN(c4ncccn4)CC3)C2)cc1, CC(Cl)OC(=O)Cl, ClCCl. The product is c1cnc(N2CCN(C3CNC3)CC2)nc1. RXN SMILES: [CH3:37][OH:38].[CH3:39][CH2:40][O:41][CH2:42][CH3:43].[CH:1]([c:2]1[cH:3][cH:4][cH:5][cH:6][cH:7]1)([c:8]1[cH:9][cH:10][cH:11][cH:12][cH:13]1)[N:14]1[CH2:15][CH:16]([N:18]2[CH2:19][CH2:20][N:21]([c:24]3[n:25][cH:26][cH:27][cH:28][n:29]3)[CH2:22][CH2:23]2)[CH2:17]1.[Cl:30][C:31]([O:32][CH:33]([Cl:34])[CH3:35])=[O:36].[Cl:44][CH2:45][Cl:46]>>[NH:14]1[CH2:15][CH:16]([N:18]2[CH2:19][CH2:20][N:21]([c:24]3[n:25][cH:26][cH:27][cH:28][n:29]3)[CH2:22][CH2:23]2)[CH2:17]1. Starting materials: C1(CCCCC1)C1(CCCCC1)C(=O)OC1CNC(NC1)=N[N+](=O)[O-] (2-nitroiminohexahydropyrimidin-5-yl 1-cyclohexylcyclohexane-1-carboxylate). The reagents and catalysts are [Pd] (palladium on carbon). The solvent is C(=O)O (formic acid). Run at time 8 hour. The product is C(=O)O.C1(CCCCC1)C1(CCCCC1)C(=O)OC1CN=C(NC1)N (2-amino-1,4,5,6-tetrahydropyrimidin-5-yl 1-cyclohexylcyclohexane-1-carboxylate formate). Yield: 155.1%. RXN SMILES: [CH:1]1([C:7]2([C:13]([O:15][CH:16]3[CH2:21][NH:20][C:19](=[N:22][N+]([O-])=O)[NH:18][CH2:17]3)=[O:14])[CH2:12][CH2:11][CH2:10][CH2:9][CH2:8]2)[CH2:6][CH2:5][CH2:4][CH2:3][CH2:2]1>C(O)=O.[Pd]>[CH:13]([OH:15])=[O:14].[CH:1]1([C:7]2([C:13]([O:15][CH:16]3[CH2:21][NH:20][C:19]([NH2:22])=[N:18][CH2:17]3)=[O:14])[CH2:8][CH2:9][CH2:10][CH2:11][CH2:12]2)[CH2:2][CH2:3][CH2:4][CH2:5][CH2:6]1 |f:3.4|. Procedure details: A solution of 2-nitroiminohexahydropyrimidin-5-yl 1-cyclohexylcyclohexane-1-carboxylate (0.45 g) in formic acid (20 ml) was quickly dropped into a flask containing 10% palladium on carbon (0.4 g). The reaction mixture was stirred at room temperature overnight. The catalyst was filtered off, the solvent was removed and the residue was triturated with diethyl ether, affording 0.35 g of 2-amino-1,4,5,6-tetrahydropyrimidin-5-yl 1-cyclohexylcyclohexane-1-carboxylate formate. M.p. 160°-165° C. (dec.). Reactants: CCOC=NS(C)(=O)=O, CCOCC, NC1CCN(Cc2ccccc2)CC1. Product: CS(=O)(=O)N=CNC1CCN(Cc2ccccc2)CC1. RXN SMILES: [CH3:1][S:2](=[O:3])(=[O:4])[N:5]=[CH:6][O:7][CH2:8][CH3:9].[CH3:24][CH2:25][O:26][CH2:27][CH3:28].[NH2:10][CH:11]1[CH2:12][CH2:13][N:14]([CH2:17][c:18]2[cH:19][cH:20][cH:21][cH:22][cH:23]2)[CH2:15][CH2:16]1>>[CH3:1][S:2](=[O:3])(=[O:4])[N:5]=[CH:6][NH:10][CH:11]1[CH2:12][CH2:13][N:14]([CH2:17][c:18]2[cH:19][cH:20][cH:21][cH:22][cH:23]2)[CH2:15][CH2:16]1.